This data is from the Open Reaction Database (ORD), a public repository of structured organic reaction records. The task is: describe an organic reaction: reactants, conditions, products, and yield Reaction SMILES: [C:31]([OH:32])([CH3:33])([CH3:34])[CH3:35].[CH2:23]([c:24]1[cH:25][cH:26][cH:27][cH:28][cH:29]1)[Br:30].[F:1][C:2]([C:3]([C:4]([F:5])([F:6])[F:7])([OH:8])[c:9]1[cH:10][cH:11][c:12]([NH:15][CH2:16][C:17]([F:18])([F:19])[F:20])[cH:13][cH:14]1)([F:21])[F:22]>>[F:1][C:2]([C:3]([C:4]([F:5])([F:6])[F:7])([OH:8])[c:9]1[cH:10][cH:11][c:12]([N:15]([CH2:16][C:17]([F:18])([F:19])[F:20])[CH2:23][c:24]2[cH:25][cH:26][cH:27][cH:28][cH:29]2)[cH:13][cH:14]1)([F:21])[F:22]. The product is OC(c1ccc(N(Cc2ccccc2)CC(F)(F)F)cc1)(C(F)(F)F)C(F)(F)F. Reactants: CC(C)(C)O, BrCc1ccccc1, OC(c1ccc(NCC(F)(F)F)cc1)(C(F)(F)F)C(F)(F)F.